From a dataset of the Open Reaction Database (ORD), a public repository of structured organic reaction records. describe an organic reaction: reactants, conditions, products, and yield Starting materials: CN(C)C=O, COc1cc(CCl)ccc1OCc1nc(-c2ccccc2)oc1C, [H-], [Na+], O, CCOC(=O)COc1cccc2[nH]c3ccccc3c12. Product: CCOC(=O)COc1cccc2c1c1ccccc1n2Cc1ccc(OCc2nc(-c3ccccc3)oc2C)c(OC)c1. As a reaction SMILES: [CH3:3][N:4]([CH3:5])[CH:6]=[O:7].[Cl:28][CH2:29][c:30]1[cH:31][c:32]([O:50][CH3:51])[c:33]([O:34][CH2:35][c:36]2[n:37][c:38](-[c:42]3[cH:43][cH:44][cH:45][cH:46][cH:47]3)[o:39][c:40]2[CH3:41])[cH:48][cH:49]1.[H-:1].[Na+:2].[OH2:52].[cH:8]1[cH:9][cH:10][c:11]([O:21][CH2:22][C:23](=[O:24])[O:25][CH2:26][CH3:27])[c:12]2[c:13]3[cH:14][cH:15][cH:16][cH:17][c:18]3[nH:19][c:20]12>>[cH:8]1[cH:9][cH:10][c:11]([O:21][CH2:22][C:23](=[O:24])[O:25][CH2:26][CH3:27])[c:12]2[c:13]3[cH:14][cH:15][cH:16][cH:17][c:18]3[n:19]([CH2:29][c:30]3[cH:31][c:32]([O:50][CH3:51])[c:33]([O:34][CH2:35][c:36]4[n:37][c:38](-[c:42]5[cH:43][cH:44][cH:45][cH:46][cH:47]5)[o:39][c:40]4[CH3:41])[cH:48][cH:49]3)[c:20]12. Starting materials: ClCCl, COCCOCCOC, [Cl-], C=CCN(CC=C)C(=O)C(Cl)Cl. Yields the product C=CCN1CC(CCl)C(Cl)C1=O. As a reaction SMILES: [CH2:23]([Cl:24])[Cl:25].[CH3:13][O:14][CH2:15][CH2:16][O:17][CH2:18][CH2:19][O:20][CH3:21].[Cl-:22].[Cl:1][CH:2]([C:3](=[O:4])[N:5]([CH2:6][CH:7]=[CH2:8])[CH2:9][CH:10]=[CH2:11])[Cl:12]>>[Cl:1][CH:2]1[C:3](=[O:4])[N:5]([CH2:6][CH:7]=[CH2:8])[CH2:9][CH:10]1[CH2:11][Cl:22].